Task: describe an organic reaction: reactants, conditions, products, and yield. Dataset: the Open Reaction Database (ORD), a public repository of structured organic reaction records Yields the product C(C)C=1SC(=CC1Br)C(=O)OC(C)C (isopropyl 2-ethyl-3-bromo-thiophene-5-carboxylate). Isolated yield 48.1%. Reaction SMILES: [Br:1][C:2]1[CH:3]=[C:4]([C:9]([OH:11])=[O:10])[S:5][C:6]=1[CH2:7][CH3:8].C(Cl)(=O)C(Cl)=O.N1C=C[CH:21]=[CH:20][CH:19]=1.C(O)(C)C>ClCCl.CN(C)C=O>[CH2:7]([C:6]1[S:5][C:4]([C:9]([O:11][CH:20]([CH3:21])[CH3:19])=[O:10])=[CH:3][C:2]=1[Br:1])[CH3:8]. Solvent: CN(C=O)C (dimethylformamide), ClCCl (dichloromethane). Reactants: C(C(=O)Cl)(=O)Cl (oxalyl chloride), BrC=1C=C(SC1CC)C(=O)O (4-bromo-5-ethylthiophene-2-carboxylic acid), N1=CC=CC=C1 (pyridine), C(C)(C)O (isopropanol). Procedure details: A solution of 7 g (30 mmol) of 4-bromo-5-ethylthiophene-2-carboxylic acid was dissolved in dry dichloromethane (200 mL) and treated with oxalyl chloride (3.2 mL, 36 mmol) and dimethylformamide (0.5 mL) for 18.5 h. The solvents were removed in vacuo and the residual brown oil was passed through silica gel (2 inches in a 350 mL scintered-glass Büchner funnel) and eluted with 700 mL of hexanes:ethyl acetate 9/1 (v:v). The elutate was concentrated in vacuo and the oil dissolved in dry dichloromethan... The reactants are CC=1N=C2N(C=C(C=C2)C=2C=C3C(=CC2)OC2(CCC2)C2(COC2)C32N=C(OC2)N)C1 (6′-(2-methylimidazo[1,2-a]pyridin-6-yl)trispiro[cyclobutane-1,2′-chromene-4′,4″-[1,3]oxazole-3′,3′″-oxetan]-2″-amine), C(C)(=O)O (acetic acid), C(C)(=O)O (acetic acid), [H][H] (hydrogen). Reagents/catalysts: O=[Pt]=O (PtO2). Solvent: CCO (EtOH). Run at time 38 hour. Product: CC=1N=C2N(CC(CC2)C=2C=C3C(=CC2)OC2(CCC2)C2(COC2)C32N=C(OC2)N)C1 (6′-(2-methyl-5,6,7,8-tetrahydroimidazo[1,2-a]pyridin-6-yl)trispiro[cyclobutane-1,2′-chromene-4′,4″-[1,3]oxazole-3′,3′″-oxetan]-2″-amine). The yield is 83.2%. RXN SMILES: [CH3:1][C:2]1[N:3]=[C:4]2[CH:9]=[CH:8][C:7]([C:10]3[CH:11]=[C:12]4[C:25]5([CH2:29][O:28][C:27]([NH2:30])=[N:26]5)[C:21]5([CH2:24][O:23][CH2:22]5)[C:17]5([CH2:20][CH2:19][CH2:18]5)[O:16][C:13]4=[CH:14][CH:15]=3)=[CH:6][N:5]2[CH:31]=1.C(O)(=O)C.[H][H]>CCO.O=[Pt]=O>[CH3:1][C:2]1[N:3]=[C:4]2[CH2:9][CH2:8][CH:7]([C:10]3[CH:11]=[C:12]4[C:25]5([CH2:29][O:28][C:27]([NH2:30])=[N:26]5)[C:21]5([CH2:24][O:23][CH2:22]5)[C:17]5([CH2:18][CH2:19][CH2:20]5)[O:16][C:13]4=[CH:14][CH:15]=3)[CH2:6][N:5]2[CH:31]=1. Procedure: A suspension of 6′-(2-methylimidazo[1,2-a]pyridin-6-yl)trispiro[cyclobutane-1,2′-chromene-4′,4″-[1,3]oxazole-3′,3′″-oxetan]-2″-amine (66 mg, 0.16 mmol), acetic acid (27 μl, 0.06 mmol) and PtO2 (13 mg) in EtOH (3.3 ml) was stirred at room temperature under the hydrogen atmosphere at 3 atm for 8 hours. To the mixture was added acetic acid (63 μl), and the mixture was stirred at room temperature under hydrogen atmosphere at 3 atm for 38 hours. The mixture was filtrated through celite pad. And then ...